From a dataset of the Open Reaction Database (ORD), a public repository of structured organic reaction records. describe an organic reaction: reactants, conditions, products, and yield Reactants: ClC1=C(C(=O)O)C=C(C(=C1)F)N1C(N(C2=C(C1=O)CCC2)C)=O (2-chloro-4-fluoro-5-(1,2,4,5,6,7-hexahydro-1-methyl-2,4-dioxo-3H-cyclopenta[d]pyrimidin-3-yl)-benzoic acid), acid chloride. Solvent: C(C)(C)(C)O (tert.butanol). Product: ClC1=C(C(=O)OC(C)(C)C)C=C(C(=C1)F)N1C(N(C2=C(C1=O)CCC2)C)=O (tert.butyl 2-chloro-4-fluoro-5-(1,2,4,5,6,7-hexahydro-1-methyl-2,4-dioxo-3H-cyclopenta[d]pyrimidin-3yl)-benzoate). As a reaction SMILES: [Cl:1][C:2]1[CH:10]=[C:9]([F:11])[C:8]([N:12]2[C:17](=[O:18])[C:16]3[CH2:19][CH2:20][CH2:21][C:15]=3[N:14]([CH3:22])[C:13]2=[O:23])=[CH:7][C:3]=1[C:4]([OH:6])=[O:5]>C(O)(C)(C)C>[Cl:1][C:2]1[CH:10]=[C:9]([F:11])[C:8]([N:12]2[C:17](=[O:18])[C:16]3[CH2:19][CH2:20][CH2:21][C:15]=3[N:14]([CH3:22])[C:13]2=[O:23])=[CH:7][C:3]=1[C:4]([O:6][C:3]([CH3:7])([CH3:4])[CH3:2])=[O:5]. Reported procedure: using 2-chloro-4-fluoro-5-(1,2,4,5,6,7-hexahydro-1-methyl-2,4-dioxo-3H-cyclopenta[d]pyrimidin-3-yl)-benzoic acid via the corresponding acid chloride and tert.butanol there is obtained tert.butyl 2-chloro-4-fluoro-5-(1,2,4,5,6,7-hexahydro-1-methyl-2,4-dioxo-3H-cyclopenta[d]pyrimidin-3yl)-benzoate, 1H--NMR (CDCl3, 400 MHz) 7.76 ppm (d, 1H), 7.31 ppm (d, 1H), 3.41 ppm (s, 3H), 2.94 ppm (m, 2H), 2.81 ppm (m, 2H), 2.17 ppm (m 2H), 1.57 ppm (s, 9H). The reactants are CC(C)(C)OC(=O)NC1(C=O)CC1, [Li]CCCC, [Li]CCCC, CCCCCC, CCCCCC, [Cl-], C[P+](C)(C)CCl, CCOC(=O)Cl, C1CCOC1. The product is CCOC(=O)C#CC1(NC(=O)OC(C)(C)C)CC1. As a reaction SMILES: [C:19]([CH3:20])([CH3:21])([CH3:22])[O:23][C:24](=[O:25])[NH:26][C:27]1([CH:30]=[O:31])[CH2:28][CH2:29]1.[CH2:14]([Li:15])[CH2:16][CH2:17][CH3:18].[CH2:32]([Li:33])[CH2:34][CH2:35][CH3:36].[CH3:48][CH2:49][CH2:50][CH2:51][CH2:52][CH3:53].[CH3:8][CH2:9][CH2:10][CH2:11][CH2:12][CH3:13].[Cl-:1].[Cl:2][CH2:3][P+:4]([CH3:5])([CH3:6])[CH3:7].[Cl:37][C:38](=[O:39])[O:40][CH2:41][CH3:42].[O:43]1[CH2:44][CH2:45][CH2:46][CH2:47]1>>[C:8](#[C:30][C:27]1([NH:26][C:24]([O:23][C:19]([CH3:20])([CH3:21])[CH3:22])=[O:25])[CH2:28][CH2:29]1)[C:38](=[O:39])[O:40][CH2:41][CH3:42].